This data is from the Open Reaction Database (ORD), a public repository of structured organic reaction records. The task is: describe an organic reaction: reactants, conditions, products, and yield As a reaction SMILES: [Br-:44].[Br-:53].[CH3:54][Mg+:55].[CH:1]1([CH2:6][C:7]([CH3:8])([O:9][CH3:10])[c:11]2[c:12]([CH2:13][N:14]([c:15]3[n:16][n:17][n:18]([CH3:20])[n:19]3)[CH2:21][c:22]3[cH:23][c:24]([C:32]([F:33])([F:34])[F:35])[cH:25][c:26]([C:28]([F:29])([F:30])[F:31])[cH:27]3)[cH:36][c:37]([C:40]([F:41])([F:42])[F:43])[cH:38][cH:39]2)[CH2:2][CH2:3][CH2:4][CH2:5]1.[CH:45]1([Mg+:46])[CH2:47][CH2:48][CH2:49][CH2:50][CH2:51][CH2:52]1>>[CH2:1]1[CH2:2][CH2:3][CH2:4][CH2:5][CH2:45][CH:6]1[C:7]([CH3:8])([O:9][CH3:10])[c:11]1[c:12]([CH2:13][N:14]([c:15]2[n:16][n:17][n:18]([CH3:20])[n:19]2)[CH2:21][c:22]2[cH:23][c:24]([C:32]([F:33])([F:34])[F:35])[cH:25][c:26]([C:28]([F:29])([F:30])[F:31])[cH:27]2)[cH:36][c:37]([C:40]([F:41])([F:42])[F:43])[cH:38][cH:39]1. Starting materials: [Br-], [Br-], C[Mg+], COC(C)(CC1CCCC1)c1ccc(C(F)(F)F)cc1CN(Cc1cc(C(F)(F)F)cc(C(F)(F)F)c1)c1nnn(C)n1, [Mg+]C1CCCCCC1. Product: COC(C)(c1ccc(C(F)(F)F)cc1CN(Cc1cc(C(F)(F)F)cc(C(F)(F)F)c1)c1nnn(C)n1)C1CCCCCC1. The reactants are COC(N(C)C)OC (Dimethylformamide dimethyl acetal), N1CCCC1 (pyrrolidine), [N+](=O)([O-])C1=C(C=CC(=C1)OC1=CC=C(C=C1)F)C (2-Nitro-4-(4-fluorophenoxy)toluene). Run in CN(C=O)C (dimethylformamide). Conditions: temperature 110 celsius. The product is N1(CCCC1)\C=C\C1=C(C=C(C=C1)OC1=CC=C(C=C1)F)[N+](=O)[O-] (E-1-(1-pyrrolidinyl)-2-[2-nitro-4-(4-fluorophenoxy)phenyl]ethylene). Isolated yield 103.4%. Reaction SMILES: [N+:1]([C:4]1[CH:9]=[C:8]([O:10][C:11]2[CH:16]=[CH:15][C:14]([F:17])=[CH:13][CH:12]=2)[CH:7]=[CH:6][C:5]=1[CH3:18])([O-:3])=[O:2].CO[CH:21](OC)[N:22]([CH3:24])[CH3:23].N1CC[CH2:29][CH2:28]1>CN(C)C=O>[N:22]1(/[CH:24]=[CH:18]/[C:5]2[CH:6]=[CH:7][C:8]([O:10][C:11]3[CH:16]=[CH:15][C:14]([F:17])=[CH:13][CH:12]=3)=[CH:9][C:4]=2[N+:1]([O-:3])=[O:2])[CH2:23][CH2:29][CH2:28][CH2:21]1. Procedure details: 2-Nitro-4-(4-fluorophenoxy)toluene (11.8 g, 47.7 mmol), was dissolved in dimethylformamide (90.0 mL) under N2 atmosphere. Dimethylformamide dimethyl acetal (20.2 mL, 143 mmol), and pyrrolidine (4.0 mL, 47.4 mmol) were added via syringe and the reaction mixture was heated at 110° C. for 3 hours. The reaction mixture was cooled to ambient temperature and partitioned between H2O and ether. The organic phase was washed with H2O. The combined aqueous extracts were washed with ether. The ether extract... Reactants: CCOC(C)=O, CCC(CC)CC1CC(c2onc(C(CC(=O)[O-])CC(=O)OC(C)(C)C)c2C2CC2)C1, Cc1ccc(N)c(Cl)c1, CN(C)C=O, O, On1nnc2ccccc21. Product: CCC(CC)CC1CC(c2onc(C(CC(=O)Nc3ccc(C)cc3Cl)CC(=O)OC(C)(C)C)c2C2CC2)C1. Reaction SMILES: [CH3:57][CH2:58][O:59][C:60](=[O:61])[CH3:62].[CH:1]1([c:4]2[c:5]([CH:19]([CH2:20][C:21](=[O:22])[O:23][C:24]([CH3:25])([CH3:26])[CH3:27])[CH2:28][C:29](=[O:30])[O-:31])[n:6][o:7][c:8]2[CH:9]2[CH2:10][CH:11]([CH2:13][CH:14]([CH2:15][CH3:16])[CH2:17][CH3:18])[CH2:12]2)[CH2:2][CH2:3]1.[Cl:48][c:49]1[c:50]([NH2:56])[cH:51][cH:52][c:53]([CH3:55])[cH:54]1.[O:32]=[CH:33][N:34]([CH3:35])[CH3:36].[OH2:47].[OH:37][n:38]1[c:39]2[c:40]([cH:41][cH:42][cH:43][cH:44]2)[n:45][n:46]1>>[CH:1]1([c:4]2[c:5]([CH:19]([CH2:20][C:21](=[O:22])[O:23][C:24]([CH3:25])([CH3:26])[CH3:27])[CH2:28][C:29](=[O:31])[NH:56][c:50]3[c:49]([Cl:48])[cH:54][c:53]([CH3:55])[cH:52][cH:51]3)[n:6][o:7][c:8]2[CH:9]2[CH2:10][CH:11]([CH2:13][CH:14]([CH2:15][CH3:16])[CH2:17][CH3:18])[CH2:12]2)[CH2:2][CH2:3]1. The reactants are FC=1C=C(C(C(=O)OC)O)C=C(C1)F (methyl 3,5-difluoromandelate), VI, [OH-].[Li+] (lithium hydroxide), FC=1C=C(C(C(=O)O)O)C=C(C1)F (3,5-difluoromandelic acid), α-hydroxy methyl ester, C(C)N(CC)S(F)(F)F (diethylaminosulfur trifluoride). Run in C(Cl)Cl (CH2Cl2), C(Cl)Cl (CH2Cl2). Conditions: time 30 minute. Yields the product FC=1C=C(C(C(=O)OC)O)C=C(C1)F (Methyl 3,5-difluoromandelate), FC=1C=C(C=C(C1)F)C(C(=O)O)F (3,5-difluorophenyl-α-fluoroacetic acid). RXN SMILES: [F:1][C:2]1[CH:3]=[C:4]([CH:10]=[C:11]([F:13])[CH:12]=1)[CH:5](O)[C:6]([OH:8])=[O:7].C(N(S(F)(F)[F:20])CC)C.[F:23][C:24]1[CH:25]=[C:26]([CH:33]=[C:34]([F:36])[CH:35]=1)[CH:27]([OH:32])[C:28]([O:30][CH3:31])=[O:29].[OH-].[Li+]>C(Cl)Cl>[F:23][C:24]1[CH:25]=[C:26]([CH:33]=[C:34]([F:36])[CH:35]=1)[CH:27]([OH:32])[C:28]([O:30][CH3:31])=[O:29].[F:1][C:2]1[CH:3]=[C:4]([CH:5]([F:20])[C:6]([OH:8])=[O:7])[CH:10]=[C:11]([F:13])[CH:12]=1 |f:3.4|. Reported procedure: Methyl 3,5-difluoromandelate was prepared following General Procedure G below and using commerically available 3,5-difluoromandelic acid. The resultant α-hydroxy methyl ester was fluorinated according to the general procedure described in W. J. Middleton, et al., Org. Synth. CoL Vol. VI, 835. Specifically, a solution of diethylaminosulfur trifluoride (1.1 eq) in CH2Cl2 was cooled to 0° C. and treated with methyl 3,5-difluoromandelate (1.0 eq) as a solution in CH2Cl2. After 10 min. the cooling ba... The reactants are ClCCl, C=CC=CC(C)C(OCc1ccc(OC)cc1)C(C)CO, CS(C)=O. Product: C=CC=CC(C)C(OCc1ccc(OC)cc1)C(C)C=O. As a reaction SMILES: [CH2:22]([Cl:23])[Cl:24].[CH3:1][O:2][c:3]1[cH:4][cH:5][c:6]([CH2:9][O:10][CH:11]([CH:12]([CH2:13][OH:14])[CH3:15])[CH:16]([CH:17]=[CH:18][CH:19]=[CH2:20])[CH3:21])[cH:7][cH:8]1.[CH3:25][S:26]([CH3:27])=[O:28]>>[CH3:1][O:2][c:3]1[cH:4][cH:5][c:6]([CH2:9][O:10][CH:11]([CH:12]([CH:13]=[O:14])[CH3:15])[CH:16]([CH:17]=[CH:18][CH:19]=[CH2:20])[CH3:21])[cH:7][cH:8]1.